This data is from the Open Reaction Database (ORD), a public repository of structured organic reaction records. The task is: describe an organic reaction: reactants, conditions, products, and yield Procedure details: Prepared according to procedure R using 4-chloroaniline (6.44 g, 50.47 mmol) and ethyl 4,4,4-trifluoro-2-methyl-3-oxobutanoate (10 g, 50.47 mmol) to give 6-chloro-3-methyl-2-(trifluoromethyl)quinolin-4-ol as an off-white solid: Mass Spectrum (ESI) m/e=262.0 (M+1). Yields the product ClC=1C=C2C(=C(C(=NC2=CC1)C(F)(F)F)C)O (6-chloro-3-methyl-2-(trifluoromethyl)quinolin-4-ol). As a reaction SMILES: [Cl:1][C:2]1[CH:8]=[CH:7][C:5]([NH2:6])=[CH:4][CH:3]=1.[F:9][C:10]([F:21])([F:20])[C:11](=O)[CH:12]([CH3:18])[C:13](OCC)=[O:14]>>[Cl:1][C:2]1[CH:8]=[C:7]2[C:5](=[CH:4][CH:3]=1)[N:6]=[C:11]([C:10]([F:21])([F:20])[F:9])[C:12]([CH3:18])=[C:13]2[OH:14]. The reactants are ClC1=CC=C(N)C=C1 (4-chloroaniline), FC(C(C(C(=O)OCC)C)=O)(F)F (ethyl 4,4,4-trifluoro-2-methyl-3-oxobutanoate). Starting materials: CC(Br)c1ccc(F)nc1, O=C([O-])[O-], CC#N, [I-], [K+], [K+], [K+], CC(C)(C)OC(=O)N1CCNCC1. Yields the product CC(c1ccc(F)nc1)N1CCN(C(=O)OC(C)(C)C)CC1. As a reaction SMILES: [Br:22][CH:23]([CH3:24])[c:25]1[cH:26][cH:27][c:28]([F:31])[n:29][cH:30]1.[C:16](=[O:17])([O-:18])[O-:19].[CH3:32][C:33]#[N:34].[I-:15].[K+:14].[K+:20].[K+:21].[N:1]1([C:7](=[O:8])[O:9][C:10]([CH3:11])([CH3:12])[CH3:13])[CH2:2][CH2:3][NH:4][CH2:5][CH2:6]1>>[N:1]1([C:7](=[O:8])[O:9][C:10]([CH3:11])([CH3:12])[CH3:13])[CH2:2][CH2:3][N:4]([CH:23]([CH3:24])[c:25]2[cH:26][cH:27][c:28]([F:31])[n:29][cH:30]2)[CH2:5][CH2:6]1. The reactants are CCOC(=O)C(N)CO, C=CCC(CC(=O)CC(C)(C)C)C(=O)O, CCN=C=NCCCN(C)C, CCN(C(C)C)C(C)C, ClCCl, Cl, Cl, O, On1nnc2ccccc21. Product: C=CCC(CC(=O)CC(C)(C)C)C(=O)NC(CO)C(=O)OCC. Reaction SMILES: [CH2:28]([CH3:29])[O:30][C:31]([CH:32]([NH2:33])[CH2:34][OH:35])=[O:36].[CH3:1][C:2]([CH2:3][C:4]([CH2:5][CH:6]([C:7](=[O:8])[OH:9])[CH2:10][CH:11]=[CH2:12])=[O:13])([CH3:14])[CH3:15].[CH3:47][N:48]([CH3:49])[CH2:50][CH2:51][CH2:52][N:53]=[C:54]=[N:55][CH2:56][CH3:57].[CH:37]([N:38]([CH2:39][CH3:40])[CH:41]([CH3:42])[CH3:43])([CH3:44])[CH3:45].[Cl:58][CH2:59][Cl:60].[ClH:27].[ClH:46].[OH2:16].[OH:17][n:18]1[c:19]2[cH:20][cH:21][cH:22][cH:23][c:24]2[n:25][n:26]1>>[CH3:1][C:2]([CH2:3][C:4]([CH2:5][CH:6]([C:7](=[O:9])[NH:33][CH:32]([C:31]([O:30][CH2:28][CH3:29])=[O:36])[CH2:34][OH:35])[CH2:10][CH:11]=[CH2:12])=[O:13])([CH3:14])[CH3:15].